From a dataset of the Open Reaction Database (ORD), a public repository of structured organic reaction records. describe an organic reaction: reactants, conditions, products, and yield Reported procedure: The titled compound was synthesized according to the procedure described for preparation of N4-cyclopentyl-5,6-dimethyl-N2-(pyridin-2-ylmethyl)pyrimidine-2,4-diamine (Example 29) using p-toluidine instead of cyclopentanamine. The crude material was purified by column chromatography eluting with mixture of chloroform/ethanol/20% water solution of ammonia (200:10:1), and then the final product was washed with diethyl ether to afford the titled compound as a white solid. 1H NMR (300 MHz, CDCl3) δ p... Starting materials: C1(CCCC1)NC1=NC(=NC(=C1C)C)NCC1=NC=CC=C1 (N4-cyclopentyl-5,6-dimethyl-N2-(pyridin-2-ylmethyl)pyrimidine-2,4-diamine), NC1=CC=C(C=C1)C (p-toluidine). As a reaction SMILES: [CH:1]1([NH:6][C:7]2[C:12]([CH3:13])=[C:11]([CH3:14])[N:10]=[C:9]([NH:15][CH2:16][C:17]3[CH:22]=[CH:21][CH:20]=[CH:19][N:18]=3)[N:8]=2)[CH2:5][CH2:4][CH2:3][CH2:2]1.N[C:24]1C=CC(C)=C[CH:25]=1>>[CH3:13][C:12]1[C:7]([NH:6][C:1]2[CH:5]=[CH:4][C:3]([CH3:2])=[CH:25][CH:24]=2)=[N:8][C:9]([NH:15][CH2:16][C:17]2[CH:22]=[CH:21][CH:20]=[CH:19][N:18]=2)=[N:10][C:11]=1[CH3:14]. The product is CC=1C(=NC(=NC1C)NCC1=NC=CC=C1)NC1=CC=C(C=C1)C (5,6-dimethyl-N4-(4-methylphenyl)-N2-(pyridin-2-ylmethyl)pyrimidine-2,4-diamine). Reactants: C(C)OC(=O)C1(CCN(CC1)CC1=CC=CC=C1)S(=O)(=O)C1=CC=C(C=C1)OCCCC (1-benzyl-4-(4-butoxy-benzenesulfonyl)-piperidine-4-carboxylic acid ethyl ester). Solvent: C1CCOC1.CO (THF methanol), [OH-].[Na+] (NaOH). Yields the product C(C1=CC=CC=C1)N1CCC(CC1)(C(=O)O)S(=O)(=O)C1=CC=C(C=C1)OCCCC (1-Benzyl-4-(4-butoxy-benzenesulfonyl)-piperidine-4-carboxylic acid). Reaction SMILES: C([O:3][C:4]([C:6]1([S:19]([C:22]2[CH:27]=[CH:26][C:25]([O:28][CH2:29][CH2:30][CH2:31][CH3:32])=[CH:24][CH:23]=2)(=[O:21])=[O:20])[CH2:11][CH2:10][N:9]([CH2:12][C:13]2[CH:18]=[CH:17][CH:16]=[CH:15][CH:14]=2)[CH2:8][CH2:7]1)=[O:5])C>C1COCC1.CO.[OH-].[Na+]>[CH2:12]([N:9]1[CH2:10][CH2:11][C:6]([S:19]([C:22]2[CH:27]=[CH:26][C:25]([O:28][CH2:29][CH2:30][CH2:31][CH3:32])=[CH:24][CH:23]=2)(=[O:21])=[O:20])([C:4]([OH:5])=[O:3])[CH2:7][CH2:8]1)[C:13]1[CH:14]=[CH:15][CH:16]=[CH:17][CH:18]=1 |f:1.2,3.4|. Procedure details: 1-Benzyl-4-(4-butoxy-benzenesulfonyl)-piperidine-4-carboxylic acid was prepared starting from 1-benzyl-4-(4-butoxy-benzenesulfonyl)-piperidine-4-carboxylic acid ethyl ester (5.1 g, 11.1 mmol) dissolved in THF:methanol 3:1 and 10 N NaOH (10 ml). The resulting reaction mixture was worked up as outlined in example 83. Yield 2.66 g (56%); off white solid; mp 210° C.; MS: 432 (M+H)+. The reactants are N1=C(NC2=C1C=CC=C2)C(=O)O (benzimidazolecarboxylic acid), amine, CN(C)C=O (DMF), C=1C=CC2=C(C1)N=NN2O (HOBT), CCN(C(C)C)C(C)C (DIPEA), CN(C)C=O (DMF), CN(C)C(=[N+](C)C)ON1C2=C(C=CC=C2)N=N1.[B-](F)(F)(F)F (TBTU), CN(C)C=O (DMF), acid. Run in O (water). Run at time 3 hour. Yields the product N1=CC=C(C=C1)CC1=CC=C(C=C1)NC(=O)C1=NC2=C(N1)C=CC=C2C (N-[4-(pyridine-4-ylmethyl)phenyl]-4-methyl-1H-benzimidazole-2-carboxylic acid amide). RXN SMILES: [N:1]1[C:5]2[CH:6]=[CH:7][CH:8]=[CH:9][C:4]=2[NH:3][C:2]=1[C:10]([OH:12])=O.CN(C(ON1N=[N:28][C:23]2[CH:24]=[CH:25][CH:26]=[CH:27][C:22]1=2)=[N+](C)C)C.[B-](F)(F)(F)F.[CH:35]1C=CC2N(O)N=NC=2[CH:40]=1.CC[N:47]([CH:51]([CH3:53])C)[CH:48]([CH3:50])C.[CH3:54]N(C=O)C>O>[N:47]1[CH:48]=[CH:50][C:35]([CH2:40][C:26]2[CH:27]=[CH:22][C:23]([NH:28][C:10]([C:2]3[NH:1][C:5]4[CH:6]=[CH:7][CH:8]=[C:9]([CH3:54])[C:4]=4[N:3]=3)=[O:12])=[CH:24][CH:25]=2)=[CH:53][CH:51]=1 |f:1.2|. Procedure: 0.064 mmol benzimidazole carboxylic acid 4f and 0.064 mmol amine 5e are dissolved together in DMF gelost, treated consecutively with a solution of TBTU (0.096 mmol) in DMF, a solution of HOBT (0.026 mmol) in DMF and 0.32 mmol DIPEA, and stirred at room temperature. After 3 h, further 0.3 eq. of the acid are added and the reaction mixture is stirred overnight. The reaction mixture is diluted with water, the formed precipitate is separated by filtration by suction, rinsed with water and dried. The... Starting materials: COC=1C=C(C(=O)C2CC=CCC2C(=O)O)C=CC1OC (6-(3,4-dimethoxy-benzoyl)-cyclohex-3-enecarboxylic acid), O.NN (hydrazine hydrate). Solvent: CCO (EtOH). The product is COC=1C=C(C=CC1OC)C1=NNC(C2CC=CCC12)=O (4-(3,4-Dimethoxy-phenyl)-4a,5,8,8a-tetrahydro-2H-phthalazin-1-one). RXN SMILES: [CH3:1][O:2][C:3]1[CH:4]=[C:5]([CH:17]=[CH:18][C:19]=1[O:20][CH3:21])[C:6]([CH:8]1[CH:13]([C:14](O)=[O:15])[CH2:12][CH:11]=[CH:10][CH2:9]1)=O.O.[NH2:23][NH2:24]>CCO>[CH3:1][O:2][C:3]1[CH:4]=[C:5]([C:6]2[CH:8]3[CH:13]([CH2:12][CH:11]=[CH:10][CH2:9]3)[C:14](=[O:15])[NH:24][N:23]=2)[CH:17]=[CH:18][C:19]=1[O:20][CH3:21] |f:1.2|. Reported procedure: A mixture of 6-(3,4-dimethoxy-benzoyl)-cyclohex-3-enecarboxylic acid (112 mg, 0.39 mmol, 1.0 eq) and hydrazine hydrate (31 mg, 0.96 mmol, 2.5 eq) in EtOH (3 mL) was refluxed for 4 hr. The reaction was then cooled to room temperature and then concentrated under reduced pressure to oil. The oil was dissolved in EtOAc and washed with water followed by brine. The organic layer was then dried over Na2SO4, filtered through paper, and concentrated under reduced pressure to oil. The product was recrysta... Starting materials: ClC=1C=C(C=CC1OC=1C=C2C(=C(NC2=CC1[N+](=O)[O-])C)CC)CC(=O)O (2-(3-chloro-4-(3-ethyl-2-methyl-6-nitro-1H-indol-5-yloxy)phenyl)acetic acid), O.O.[Sn](Cl)(Cl)(Cl)Cl (tin chloride dihydrate), NC1=C2C=C(NC2=CC=C1OC1=C(C=C(C=C1)CC(=O)O)Cl)CCC (2-(4-(4-Amino-2-propyl-1H-indol-5-yloxy)-3-chlorophenyl)acetic acid), NC1=C2C(=C(NC2=CC=C1OC1=C(C=C(C=C1)CC(=O)O)Cl)C)CC (2-(4-(4-amino-3-ethyl-2-methyl-1H-indol-5-yloxy)-3-chlorophenyl)acetic acid), NC1=C(C=C2C(=C(NC2=C1)C)CC)OC1=C(C=C(C=C1)CC(=O)O)Cl (2-(4-(6-amino-3-ethyl-2-methyl-1H-indol-5-yloxy)-3-chlorophenyl)acetic acid), [OH-].[Na+] (sodium hydroxide). Solvent: C(C)(=O)OCC (ethyl acetate). Reaction conditions: temperature 90 celsius. Yields the product NC1=CC(=C(OC2=C(C=C(C=C2)CC(=O)O)Cl)C=C1)[N+](=O)[O-] (2-(4-(4-Amino-2-nitrophenoxy)-3-chlorophenyl)acetic acid). Reaction SMILES: NC1C(OC2C=CC(CC(O)=O)=CC=2Cl)=CC=C2C=1C=C(CCC)N2.NC1C(OC2C=CC(CC(O)=O)=CC=2Cl)=CC=C2C=1C(CC)=C(C)N2.NC1C=C2C(C(CC)=C(C)N2)=CC=1OC1C=CC(CC(O)=O)=CC=1Cl.[Cl:76][C:77]1[CH:78]=[C:79]([CH2:99][C:100]([OH:102])=[O:101])[CH:80]=[CH:81][C:82]=1[O:83][C:84]1[CH:85]=[C:86]2[C:90](=[CH:91][C:92]=1[N+:93]([O-:95])=[O:94])[NH:89]C(C)=C2CC.O.O.[Sn](Cl)(Cl)(Cl)Cl.[OH-].[Na+]>C(OCC)(=O)C>[NH2:89][C:90]1[CH:86]=[CH:85][C:84]([O:83][C:82]2[CH:81]=[CH:80][C:79]([CH2:99][C:100]([OH:102])=[O:101])=[CH:78][C:77]=2[Cl:76])=[C:92]([N+:93]([O-:95])=[O:94])[CH:91]=1 |f:4.5.6,7.8|. Reported procedure: 2-(4-(4-Amino-2-propyl-1H-indol-5-yloxy)-3-chlorophenyl)acetic acid, 2-(4-(4-amino-3-ethyl-2-methyl-1H-indol-5-yloxy)-3-chlorophenyl)acetic acid and 2-(4-(6-amino-3-ethyl-2-methyl-1H-indol-5-yloxy)-3-chlorophenyl)acetic acid (7.3). A solution of the mixture of regioisomers 7.2 (1.30 g, 3.34 mmol) and tin chloride dihydrate 3.02 g, 13.4 mmol) dissolved in ethyl acetate (10 mL) was heated to 90° C. (external temperature, oil bath) in a capped vial overnight. The reaction solution was poured into a...